From a dataset of the Open Reaction Database (ORD), a public repository of structured organic reaction records. describe an organic reaction: reactants, conditions, products, and yield The reactants are C(C)(C)N(CC)C(C)C (diisopropylethylamine), C(C)(=O)NCCS (N-acetylcysteamine), bicyclic keto ester, XV, enol phosphate, C(C)(C)N(CC)C(C)C (diisopropylethylamine), bicyclic keto ester, C(C)(=O)NCCSC1=C(N2C([C@H]([C@H]2C1)CC)=O)C(=O)OCC1=CC=C(C=C1)[N+](=O)[O-] (trans (±)-3-[[2-(acetylamino)ethyl)thio]-6-ethyl-7-oxo-1-azabicyclo[3.2.0]hept-2-ene-2-carboxylic acid, (4-nitrophenyl)methyl ester), N12C=CCC2CC1 (1-azabicyclo[3.2.0]hept-2-ene), chlorodiphenylphosphate. The solvent is C(C)#N (acetonitrile), C(C)#N (acetonitrile). Run at time 15 minute. Yields the product C(C)(=O)NCCC1=C(N2C(C(C2C1)CC)=O)C(=O)OCC1=CC=C(C=C1)[N+](=O)[O-] ([2 -(acetylamino)ethyl]-6-ethyl-7-oxo-1-azabicyclo[3.2.0]hept-2-ene-2-carboxylic acid, (4-nitrophenyl)methyl ester). As a reaction SMILES: C(NCCS[C:8]1[CH2:14][C@H:13]2[N:10]([C:11](=[O:17])[C@H:12]2[CH2:15][CH3:16])[C:9]=1[C:18]([O:20][CH2:21][C:22]1[CH:27]=[CH:26][C:25]([N+:28]([O-:30])=[O:29])=[CH:24][CH:23]=1)=[O:19])(=O)C.N12CCC1CC=C2.C(N(C(C)C)CC)(C)C.[C:47]([NH:50][CH2:51][CH2:52]S)(=[O:49])[CH3:48]>C(#N)C>[C:47]([NH:50][CH2:51][CH2:52][C:8]1[CH2:14][CH:13]2[N:10]([C:11](=[O:17])[CH:12]2[CH2:15][CH3:16])[C:9]=1[C:18]([O:20][CH2:21][C:22]1[CH:27]=[CH:26][C:25]([N+:28]([O-:30])=[O:29])=[CH:24][CH:23]=1)=[O:19])(=[O:49])[CH3:48]. Procedure details: Preparation of trans (±)-3-[[2-(acetylamino)ethyl)thio]-6-ethyl-7-oxo-1-azabicyclo[3.2.0]hept-2-ene-2-carboxylic acid, (4-nitrophenyl)methyl ester (XVII, R=CH3CH2 --, R'"=CH3CONH--CH2 --CH2 --, R4 = ##STR19## A solution of the bicyclic keto ester obtained in step (c) above (XV R=CH3CH2 --) (2.49 g) in acetonitrile (15 ml) is cooled to 0° C. and diisopropylethylamine (1.42 ml) is added. Then chlorodiphenylphosphate (1.72 ml) is added drop by drop keeping the temperature at 0°/-2° C. Stirring is c... Reported procedure: The procedure of Step 5 of Example 1 was repeated except for using 2-bromo-3-(4-fluorophenyl)-1-oxo-1H-inden-6-yl acetate obtained in Step 4 as a starting material instead of 2-bromo-1-oxo-3-phenyl-1H-inden-6-yl acetate and being stirred for 7 h to obtain the title compound (45%). As a reaction SMILES: C([O:4][C:5]1[CH:13]=[C:12]2[C:8]([C:9]([C:16]3[CH:21]=[CH:20][C:19]([F:22])=[CH:18][CH:17]=3)=[C:10]([Br:15])[C:11]2=[O:14])=[CH:7][CH:6]=1)(=O)C.C(OC1C=C2C(C(C3C=CC=CC=3)=C(Br)C2=O)=CC=1)(=O)C>>[Br:15][C:10]1[C:11](=[O:14])[C:12]2[C:8]([C:9]=1[C:16]1[CH:17]=[CH:18][C:19]([F:22])=[CH:20][CH:21]=1)=[CH:7][CH:6]=[C:5]([OH:4])[CH:13]=2. The yield is 45.0%. Conditions: time 7 hour. The product is BrC=1C(C2=CC(=CC=C2C1C1=CC=C(C=C1)F)O)=O (2-Bromo-3-(4-fluorophenyl)-6-hydroxy-1H-inden-1-one). Reactants: C(C)(=O)OC1=CC=C2C(=C(C(C2=C1)=O)Br)C1=CC=C(C=C1)F (2-Bromo-3-(4-fluorophenyl)-1-oxo-1H-inden-6-yl acetate), C(C)(=O)OC1=CC=C2C(=C(C(C2=C1)=O)Br)C1=CC=CC=C1 (2-bromo-1-oxo-3-phenyl-1H-inden-6-yl acetate).